From a dataset of the Open Reaction Database (ORD), a public repository of structured organic reaction records. describe an organic reaction: reactants, conditions, products, and yield The reactants are COC=1C=C(C=C(C1OC)OC)C1=NC=CC(=C1)CN1CCC(CC1)=O (1-[[2-(3,4,5-Trimethoxyphenyl)pyridin-4-yl]methyl]-4-piperidone), NC1=CC=CC=C1 (aniline). Product: N(C1=CC=CC=C1)C1CCN(CC1)CC1=CC(=NC=C1)C1=CC(=C(C(=C1)OC)OC)OC (4-Anilino-1-[[2-(3,4,5-trimethoxyphenyl)pyridin-4-yl]methyl]piperidine). RXN SMILES: [CH3:1][O:2][C:3]1[CH:4]=[C:5]([C:13]2[CH:18]=[C:17]([CH2:19][N:20]3[CH2:25][CH2:24][C:23](=O)[CH2:22][CH2:21]3)[CH:16]=[CH:15][N:14]=2)[CH:6]=[C:7]([O:11][CH3:12])[C:8]=1[O:9][CH3:10].[NH2:27][C:28]1[CH:33]=[CH:32][CH:31]=[CH:30][CH:29]=1>>[NH:27]([CH:23]1[CH2:22][CH2:21][N:20]([CH2:19][C:17]2[CH:16]=[CH:15][N:14]=[C:13]([C:5]3[CH:4]=[C:3]([O:2][CH3:1])[C:8]([O:9][CH3:10])=[C:7]([O:11][CH3:12])[CH:6]=3)[CH:18]=2)[CH2:25][CH2:24]1)[C:28]1[CH:33]=[CH:32][CH:31]=[CH:30][CH:29]=1. Procedure details: 1-[[2-(3,4,5-Trimethoxyphenyl)pyridin-4-yl]methyl]-4-piperidone (1.1 g) and aniline (344 mg) were reacted in the same manner as described in Preparation Example 37 to give the title compound. Reactants: CN1CCOCC1 (N-Methylmorpholine), Cl.CN(CCCN=C=NCC)C (1-(3-dimethylaminopropyl)-3-ethylcarbodiimide hydrochloride), C(C)(C)(C)OC(=O)NC[C@@H]1C[C@H](N(C1)C(=O)OC(C)(C)C)C(=O)O (trans-4-(N-tert-butoxycarbonylaminomethyl)-N-tert-butoxycarbonyl-L-proline), Compound 109, Cl.ClC=1C(=C(C=CC1)N1CCNCC1)C (1-(3-chloro-2-methylphenyl)piperazine hydrochloride), ON1N=NC2=C1C=CC=C2 (1-hydroxybenzotriazole). Run in O1CCCC1 (tetrahydrofuran), CN(C=O)C (N,N-dimethylformamide). Run at time 16 hour. The product is C(C)(C)(C)OC(=O)NC[C@@H]1C[C@H](N(C1)C(=O)OC(C)(C)C)C(=O)N1CCN(CC1)C1=C(C(=CC=C1)Cl)C (1-[trans-4-(N-tert-Butoxycarbonylaminomethyl)-N-tert-butoxycarbonyl-L-Prolyl]-4-(3-Chloro-2-Methylphenyl)piperazine). RXN SMILES: CN1CCOCC1.Cl.CN(C)CCCN=C=NCC.[C:20]([O:24][C:25]([NH:27][CH2:28][C@H:29]1[CH2:33][N:32]([C:34]([O:36][C:37]([CH3:40])([CH3:39])[CH3:38])=[O:35])[C@H:31]([C:41]([OH:43])=O)[CH2:30]1)=[O:26])([CH3:23])([CH3:22])[CH3:21].Cl.[Cl:45][C:46]1[C:47]([CH3:58])=[C:48]([N:52]2[CH2:57][CH2:56][NH:55][CH2:54][CH2:53]2)[CH:49]=[CH:50][CH:51]=1.ON1C2C=CC=CC=2N=N1>O1CCCC1.CN(C)C=O>[C:37]([O:36][C:34]([NH:32][CH2:33][C@H:29]1[CH2:28][N:27]([C:25]([O:24][C:20]([CH3:23])([CH3:22])[CH3:21])=[O:26])[C@H:31]([C:41]([N:55]2[CH2:54][CH2:53][N:52]([C:48]3[CH:49]=[CH:50][CH:51]=[C:46]([Cl:45])[C:47]=3[CH3:58])[CH2:57][CH2:56]2)=[O:43])[CH2:30]1)=[O:35])([CH3:40])([CH3:39])[CH3:38] |f:1.2,4.5|. Reported procedure: N-Methylmorpholine (60 μL) and 1-(3-dimethylaminopropyl)-3-ethylcarbodiimide hydrochloride (94 mg) were added to a solution of trans-4-(N-tert-butoxycarbonylaminomethyl)-N-tert-butoxycarbonyl-L-proline (Compound 109 (D), 120 mg), 1-(3-chloro-2-methylphenyl)piperazine hydrochloride (A, 128 mg) and 1-hydroxybenzotriazole (70 mg) in tetrahydrofuran (6 mL) and N,N-dimethylformamide (2 mL) at room temperature. After stirring at room temperature for 16 hr, the reaction mixture was partitioned between ... The reactants are C(C1=CC=CC=C1)OC1=C(N(C=CC1=O)CCO)C(C1=CC=CC=C1)O (3-benzyloxy-1-(2-hydroxy-ethyl)-2-(hydroxy-phenyl-methyl)-1H-pyridin-4-one). The reagents and catalysts are [Pd] (palladium on carbon). Solvent: CO (methanol). Product: OC1=C(N(C=CC1=O)CCO)C(C1=CC=CC=C1)O (3-hydroxy-1-(2-hydroxy-ethyl)-2-(hydroxy-phenyl-methyl)-1H-pyridin-4-one). Reaction SMILES: C([O:8][C:9]1[C:14](=[O:15])[CH:13]=[CH:12][N:11]([CH2:16][CH2:17][OH:18])[C:10]=1[CH:19]([OH:26])[C:20]1[CH:25]=[CH:24][CH:23]=[CH:22][CH:21]=1)C1C=CC=CC=1>CO.[Pd]>[OH:8][C:9]1[C:14](=[O:15])[CH:13]=[CH:12][N:11]([CH2:16][CH2:17][OH:18])[C:10]=1[CH:19]([OH:26])[C:20]1[CH:25]=[CH:24][CH:23]=[CH:22][CH:21]=1. Procedure: 12.37 g of 3-benzyloxy-1-(2-hydroxy-ethyl)-2-(hydroxy-phenyl-methyl)-1H-pyridin-4-one are dissolved in 200 ml of methanol and hydrogenated at room temperature over 1.2 g of palladium on carbon (5%) until 1 mol of H2 per mol of starting material has been taken up. The catalyst is removed by filtration and the filtrate is concentrated to dryness by evaporation using a rotary evaporator. Recrystallisation from methanol yields 3-hydroxy-1-(2-hydroxy-ethyl)-2-(hydroxy-phenyl-methyl)-1H-pyridin-4-one ...